From a dataset of the Open Reaction Database (ORD), a public repository of structured organic reaction records. describe an organic reaction: reactants, conditions, products, and yield Reactants: CCCCCC (hexane), C[O-].[Na+] (sodium methoxide), CO (methanol), C[O-].[Na+] (sodium methoxide), C(CC(C)(C)C)[Si](Cl)(Cl)C (neohexylmethyldichlorosilane). The product is C(CC(C)(C)C)[Si](OC)(OC)C (neohexylmethyldimethoxysilane). Isolated yield 70.0%. As a reaction SMILES: [CH3:1][O-:2].[Na+].[CH2:4]([Si:10]([CH3:13])(Cl)Cl)[CH2:5][C:6]([CH3:9])([CH3:8])[CH3:7].CCCCCC.[CH3:20][OH:21]>>[CH2:4]([Si:10]([CH3:13])([O:21][CH3:20])[O:2][CH3:1])[CH2:5][C:6]([CH3:9])([CH3:8])[CH3:7] |f:0.1|. Reported procedure: A 3-liter, 4-necked flask equipped with an overhead stirrer, condenser, pot thermometer and additional funnel was charged with 970 g (4.49 mol) of 25% sodium methoxide in methanol. To this was added 401 g (2.01 mol) of neohexylmethyldichlorosilane at a rate such as to maintain reflux. Upon completion of the reaction, additional sodium methoxide solution was added to bring the pH to 10. The reaction mixture was cooled to room temperature and 500 ml of hexane was added. The reaction mixture was th... The reactants are ClC=1C=C(C=CC1)C#CC=1N=C(NC1)C (4-(3-chloro-phenylethynyl)-2-methyl-1H-imidazole), Br.BrCC1=NC=CC=C1 (2-(bromomethyl)pyridine hydrobromide). Product: ClC=1C=C(C=CC1)C#CC=1N=C(N(C1)CC1=NC=CC=C1)C (2-[4-(3-Chloro-phenylethynyl)-2-methyl-imidazol-1-ylmethyl]-pyridine). As a reaction SMILES: [Cl:1][C:2]1[CH:3]=[C:4]([C:8]#[C:9][C:10]2[N:11]=[C:12]([CH3:15])[NH:13][CH:14]=2)[CH:5]=[CH:6][CH:7]=1.Br.Br[CH2:18][C:19]1[CH:24]=[CH:23][CH:22]=[CH:21][N:20]=1>>[Cl:1][C:2]1[CH:3]=[C:4]([C:8]#[C:9][C:10]2[N:11]=[C:12]([CH3:15])[N:13]([CH2:18][C:19]3[CH:24]=[CH:23][CH:22]=[CH:21][N:20]=3)[CH:14]=2)[CH:5]=[CH:6][CH:7]=1 |f:1.2|. Reported procedure: The title compound, MS: m/e=308.1 (M+H30), was prepared in accordance with the general method of example 1 from 4-(3-chloro-phenylethynyl)-2-methyl-1H-imidazole and 2-(bromomethyl)pyridine hydrobromide. Reactants: [H-].[Na+] (sodium hydride), NC1=C(C=CC=C1)S (2-aminothiophenol), BrCCCCCC(=O)OCC (ethyl 6-bromohexanoate). Solvent: C(C)(=O)OCC (ethyl acetate), CN(C=O)C (N,N-dimethylformamide). Run at time 30 minute. Product: C(C)OC(=O)CCCCCSC1=C(N)C=CC=C1 (2-(5-ethoxycarbonylpent-1-yl)thioaniline). Isolated yield 83.2%. RXN SMILES: [NH2:1][C:2]1[CH:7]=[CH:6][CH:5]=[CH:4][C:3]=1[SH:8].[H-].[Na+].Br[CH2:12][CH2:13][CH2:14][CH2:15][CH2:16][C:17]([O:19][CH2:20][CH3:21])=[O:18]>CN(C)C=O.C(OCC)(=O)C>[CH2:20]([O:19][C:17]([CH2:16][CH2:15][CH2:14][CH2:13][CH2:12][S:8][C:3]1[CH:4]=[CH:5][CH:6]=[CH:7][C:2]=1[NH2:1])=[O:18])[CH3:21] |f:1.2|. Reported procedure: To an ice bath cooled solution of 2-aminothiophenol (1.80 g) in N,N-dimethylformamide (35 ml) was added sodium hydride (60% in oil, 575 mg). After being stirred in an ice bath for 30 minutes, ethyl 6-bromohexanoate (3.21 g) was added and the mixture was stirred at ambient temperature for 3 hours. The mixture was diluted with ethyl acetate (100 ml) and the solution was washed with water and brine. The organic phase was dried over magnesium sulfate and the solvent was evaporated in vacuo to give a... The reactants are CNCc1cc(C(F)(F)F)ccc1Oc1cccc(CC(=O)O)c1, O=S(=O)(Cl)c1ccc(Cl)cc1. Yields the product CN(Cc1cc(C(F)(F)F)ccc1Oc1cccc(CC(=O)O)c1)S(=O)(=O)c1ccc(Cl)cc1. Reaction SMILES: [CH3:1][NH:2][CH2:3][c:4]1[c:5]([O:6][c:7]2[cH:8][c:9]([CH2:13][C:14](=[O:15])[OH:16])[cH:10][cH:11][cH:12]2)[cH:17][cH:18][c:19]([C:21]([F:22])([F:23])[F:24])[cH:20]1.[Cl:25][c:26]1[cH:27][cH:28][c:29]([S:32](=[O:33])(=[O:34])[Cl:35])[cH:30][cH:31]1>>[CH3:1][N:2]([CH2:3][c:4]1[c:5]([O:6][c:7]2[cH:8][c:9]([CH2:13][C:14](=[O:15])[OH:16])[cH:10][cH:11][cH:12]2)[cH:17][cH:18][c:19]([C:21]([F:22])([F:23])[F:24])[cH:20]1)[S:32]([c:29]1[cH:28][cH:27][c:26]([Cl:25])[cH:31][cH:30]1)(=[O:33])=[O:34]. Reactants: B, C1CCOC1, CSC, O=C(O)c1cc(Cl)c(F)cc1Cl. Product: OCc1cc(Cl)c(F)cc1Cl. As a reaction SMILES: [BH3:16].[CH2:17]1[O:18][CH2:19][CH2:20][CH2:21]1.[CH3:13][S:14][CH3:15].[Cl:1][c:2]1[c:3]([C:4](=[O:5])[OH:6])[cH:7][c:8]([Cl:12])[c:9]([F:11])[cH:10]1>>[Cl:1][c:2]1[c:3]([CH2:4][OH:5])[cH:7][c:8]([Cl:12])[c:9]([F:11])[cH:10]1. Reactants: OCCCBr, O=C([O-])[O-], COc1cc2c(Oc3cc(C)c(C)nc3-c3cccc(C)n3)ccnc2cc1O, CN(C)C=O, [K+], [K+]. Product: COc1cc2c(Oc3cc(C)c(C)nc3-c3cccc(C)n3)ccnc2cc1OCCCO. As a reaction SMILES: [Br:36][CH2:37][CH2:38][CH2:39][OH:40].[C:30](=[O:31])([O-:32])[O-:33].[CH3:1][O:2][c:3]1[cH:4][c:5]2[c:6]([O:14][c:15]3[c:16](-[c:23]4[n:24][c:25]([CH3:29])[cH:26][cH:27][cH:28]4)[n:17][c:18]([CH3:22])[c:19]([CH3:21])[cH:20]3)[cH:7][cH:8][n:9][c:10]2[cH:11][c:12]1[OH:13].[CH3:41][N:42]([CH3:43])[CH:44]=[O:45].[K+:34].[K+:35]>>[CH3:1][O:2][c:3]1[cH:4][c:5]2[c:6]([O:14][c:15]3[c:16](-[c:23]4[n:24][c:25]([CH3:29])[cH:26][cH:27][cH:28]4)[n:17][c:18]([CH3:22])[c:19]([CH3:21])[cH:20]3)[cH:7][cH:8][n:9][c:10]2[cH:11][c:12]1[O:13][CH2:37][CH2:38][CH2:39][OH:40].